This data is from the Open Reaction Database (ORD), a public repository of structured organic reaction records. The task is: describe an organic reaction: reactants, conditions, products, and yield The reactants are C(C)(C)(C)OC(=O)N1CCC(CC1)C1=CN=CS1 (1-t-butyloxycarbonyl-4-(thiazol-5-yl)piperidine), [Li]CCCC (n-BuLi), C(C1=CC=CC=C1)(=O)OC (methyl benzoate). The solvent is C1CCOC1 (THF). Run at time 20 minute. The product is C(C)(C)(C)OC(=O)N1CCC(CC1)C1=CN=C(S1)C(C1=CC=CC=C1)=O (1-t-Butyloxycarbonyl-4-(2-benzoyl-thiazol-5-yl)piperidine). Yield: 26.4%. As a reaction SMILES: [C:1]([O:5][C:6]([N:8]1[CH2:13][CH2:12][CH:11]([C:14]2[S:18][CH:17]=[N:16][CH:15]=2)[CH2:10][CH2:9]1)=[O:7])([CH3:4])([CH3:3])[CH3:2].[Li]CCCC.[C:24](OC)(=[O:31])[C:25]1[CH:30]=[CH:29][CH:28]=[CH:27][CH:26]=1>C1COCC1>[C:1]([O:5][C:6]([N:8]1[CH2:9][CH2:10][CH:11]([C:14]2[S:18][C:17]([C:24](=[O:31])[C:25]3[CH:30]=[CH:29][CH:28]=[CH:27][CH:26]=3)=[N:16][CH:15]=2)[CH2:12][CH2:13]1)=[O:7])([CH3:4])([CH3:2])[CH3:3]. Reported procedure: To 30 mg of 1-t-butyloxycarbonyl-4-(thiazol-5-yl)piperidine (prepared by method of example 291) in 3 ml THF at −78° C. was added 0.123 mmol of n-BuLi. The reaction was stirred for 20 min, then 18 mg of methyl benzoate was added. The reaction was stirred for 1 hr at −78° C. The solvent was evaporated under reduced pressure. The residue was dissolved in 1:1 MeOH:Et2O then purified by prep TLC with 1:1 hexane:EtOAc to give 11 mg of the title compound. Starting materials: Cl.N1(CCCCC1)CCOC1=CC=C(C(=O)O)C=C1 (4-(2-piperidinoethoxy)-benzoic acid, hydrochloride), [Cl-].[Al+3].[Cl-].[Cl-] (aluminum chloride), [Cl-].[Al+3].[Cl-].[Cl-] (aluminum chloride), C(=O)(Cl)Cl (phosgene), COC=1C=CC2=C(SC(=C2)C2=CC=C(C=C2)OC)C1 (6-methoxy-2-(4-methoxyphenyl)benzo[b]thiophene). Reagents/catalysts: CN(C=O)C (dimethylformamide). The solvent is ClCCCl (1,2-dichloroethane), ClCCCl (1,2-dichloroethane), ClCCl (dichloromethane), CO (methanol), ClCCl (dichloromethane). Conditions: time 90 minute. Yields the product Cl.COC=1C=CC2=C(SC(=C2C(C2=CC=C(C=C2)OCCN2CCCCC2)=O)C2=CC=C(C=C2)OC)C1 (6-methoxy-2-(4-methoxyphenyl)-3-[4-(2-piperidinoethoxy)benzoyl]benzo[b]thiophene, hydrochloride). Reaction SMILES: Cl.[N:2]1([CH2:8][CH2:9][O:10][C:11]2[CH:19]=[CH:18][C:14]([C:15]([OH:17])=O)=[CH:13][CH:12]=2)[CH2:7][CH2:6][CH2:5][CH2:4][CH2:3]1.C(Cl)([Cl:22])=O.[CH3:24][O:25][C:26]1[CH:27]=[CH:28][C:29]2[CH:33]=[C:32]([C:34]3[CH:39]=[CH:38][C:37]([O:40][CH3:41])=[CH:36][CH:35]=3)[S:31][C:30]=2[CH:42]=1.[Cl-].[Al+3].[Cl-].[Cl-]>CN(C)C=O.CO.ClCCl.ClCCCl>[ClH:22].[CH3:24][O:25][C:26]1[CH:27]=[CH:28][C:29]2[C:33]([C:15](=[O:17])[C:14]3[CH:13]=[CH:12][C:11]([O:10][CH2:9][CH2:8][N:2]4[CH2:3][CH2:4][CH2:5][CH2:6][CH2:7]4)=[CH:19][CH:18]=3)=[C:32]([C:34]3[CH:35]=[CH:36][C:37]([O:40][CH3:41])=[CH:38][CH:39]=3)[S:31][C:30]=2[CH:42]=1 |f:0.1,4.5.6.7,12.13|. Reported procedure: A 3 g. portion of 4-(2-piperidinoethoxy)-benzoic acid, hydrochloride, was combined with 20 ml. of 1,2-dichloroethane and 2 drops of dimethylformamide at -20° C., and 4 ml. of phosgene was added. The mixture was stirred for 90 minutes while the temperature was slowly raised to reflux, and then for 30 minutes at reflux. An additional 80 ml. of 1,2-dichloroethane was added, and then 2.7 g. of 6-methoxy-2-(4-methoxyphenyl)benzo[b]thiophene. An 8.68 g. portion of aluminum chloride was added, and the ...